From a dataset of the Open Reaction Database (ORD), a public repository of structured organic reaction records. describe an organic reaction: reactants, conditions, products, and yield The reactants are [H-].[Na+] (sodium hydride), O1C(COC2=CC=C(C=C2)C=2NC=C(N2)C(F)(F)F)C1 (2-[4-(2,3-epoxypropoxy)-phenyl]-4-(trifluoromethyl)-imidazole), O (water), CI (methyl iodide). The solvent is CN(C=O)C (dimethylformamide). Run at time 2 hour. Product: O1C(COC2=CC=C(C=C2)C=2N(C=C(N2)C(F)(F)F)C)C1 (2-[4-(2,3-epoxypropoxy)-phenyl]-1-methyl-4-(trifluoromethyl)-imidazole). Reaction SMILES: [H-].[Na+].[O:3]1[CH2:22][CH:4]1[CH2:5][O:6][C:7]1[CH:12]=[CH:11][C:10]([C:13]2[NH:14][CH:15]=[C:16]([C:18]([F:21])([F:20])[F:19])[N:17]=2)=[CH:9][CH:8]=1.[CH3:23]I.O>CN(C)C=O>[O:3]1[CH2:22][CH:4]1[CH2:5][O:6][C:7]1[CH:8]=[CH:9][C:10]([C:13]2[N:14]([CH3:23])[CH:15]=[C:16]([C:18]([F:20])([F:19])[F:21])[N:17]=2)=[CH:11][CH:12]=1 |f:0.1|. Reported procedure: 2 g of sodium hydride dispersion (55% in oil) are added, while cooling in an ice bath, to a solution of 12 g of 2-[4-(2,3-epoxypropoxy)-phenyl]-4-(trifluoromethyl)-imidazole (J. med. Chem. 20, 1024 (1977)) in 90 ml of dimethylformamide and the yellow suspension is stirred for 11/2 hours at room temperature. After the addition of 8 ml of methyl iodide, stirring is continued for a further 12 hours at room temperature, the reaction mixture is subsequently poured into water and extracted several tim... Reactants: CCO, Cl, CCOC(=O)C1CCc2sc3ccc(F)cc3c2C1, [K+], [OH-], O. The product is O=C(O)C1CCc2sc3ccc(F)cc3c2C1. As a reaction SMILES: [CH3:24][CH2:25][OH:26].[ClH:22].[F:1][c:2]1[cH:3][cH:4][c:5]2[c:6]([c:7]3[c:8]([s:9]2)[CH2:10][CH2:11][CH:12]([C:14](=[O:15])[O:16][CH2:17][CH3:18])[CH2:13]3)[cH:19]1.[K+:21].[OH-:20].[OH2:23]>>[F:1][c:2]1[cH:3][cH:4][c:5]2[c:6]([c:7]3[c:8]([s:9]2)[CH2:10][CH2:11][CH:12]([C:14](=[O:15])[OH:16])[CH2:13]3)[cH:19]1. The reactants are N#N (N2), ClC1=CC=C(C=C1)C1=C(C(N(C1)CC(CO)(C)C)=O)C1=CC=CC=C1 (4-(4-chlorophenyl)-1-(2,2-dimethyl-3-hydroxypropyl)-3-phenyl-1,5-dihydro-pyrrol-2-on), P12(=S)SP3(=S)SP(=S)(S1)SP(=S)(S2)S3 (phosphorus pentasulfide). The solvent is [OH-].[Na+] (caustic soda). The product is ClC1=CC=C(C=C1)C=1C(=C2SCC(CN2C1)(C)C)C1=CC=CC=C1 (7-(4-chlorophenyl)-3,3-dimethyl-8-phenyl-3,4-dihydro-2H-pyrrolo[2,1-b]1,3-thiazine). Reaction SMILES: N#N.[Cl:3][C:4]1[CH:9]=[CH:8][C:7]([C:10]2[CH2:14][N:13]([CH2:15][C:16]([CH3:20])([CH3:19])[CH2:17]O)[C:12](=O)[C:11]=2[C:22]2[CH:27]=[CH:26][CH:25]=[CH:24][CH:23]=2)=[CH:6][CH:5]=1.P12(SP3(SP(SP(S3)(S1)=S)(=S)S2)=S)=[S:29]>[OH-].[Na+]>[Cl:3][C:4]1[CH:9]=[CH:8][C:7]([C:10]2[C:11]([C:22]3[CH:27]=[CH:26][CH:25]=[CH:24][CH:23]=3)=[C:12]3[N:13]([CH:14]=2)[CH2:15][C:16]([CH3:20])([CH3:19])[CH2:17][S:29]3)=[CH:6][CH:5]=1 |f:3.4|. Procedure: At a 170-180° C. bath temperature, in a protective atmosphere of N2, 4-(4-chlorophenyl)-1-(2,2-dimethyl-3-hydroxypropyl)-3-phenyl-1,5-dihydro-pyrrol-2-on (5, 10.7 g, 0.03 mol) is melted with phosphorus pentasulfide (3.33 g, 2.5 equiv., 0.015 mol), which is added in small portions until the gas development comes to a halt (1 h). Then the cooled reaction mixture is akalyzed with caustic soda (100 mL, 10%) and extracted with chloroform; the organic phase is washed with water and dried. The residue ... Reactants: ClC1=C(C(=NC=N1)OCCCC1=NC2=NC=CC=C2C=C1)C (2-[3-(6-chloro-5-methyl-pyrimidin-4-yloxy)-propyl]-[1,8]naphthyridine). Reagents/catalysts: [Pt]=O (platinum oxide). Run in C(C)O (ethanol). Run at time 6 hour. The product is ClC1=C(C(=NC=N1)OCCCC1=CC=C2CCCNC2=N1)C (7-[3-(6-chloro-5-methyl-pyrimidin-4-yloxy)-propyl]-1,2,3,4-tetrahydro-[1,8]naphthyridine). Isolated yield 98.7%. RXN SMILES: [Cl:1][C:2]1[N:7]=[CH:6][N:5]=[C:4]([O:8][CH2:9][CH2:10][CH2:11][C:12]2[CH:21]=[CH:20][C:19]3[C:14](=[N:15][CH:16]=[CH:17][CH:18]=3)[N:13]=2)[C:3]=1[CH3:22]>[Pt]=O.C(O)C>[Cl:1][C:2]1[N:7]=[CH:6][N:5]=[C:4]([O:8][CH2:9][CH2:10][CH2:11][C:12]2[N:13]=[C:14]3[C:19]([CH2:18][CH2:17][CH2:16][NH:15]3)=[CH:20][CH:21]=2)[C:3]=1[CH3:22]. Reported procedure: A sufficient quantity of ethanol to solubilize the product, and 15 mg of platinum oxide are added to 300 mg (0.953 mmoles) of 2-[3-(6-chloro-5-methyl-pyrimidin-4-yloxy)-propyl]-[1,8]naphthyridine. The reaction mixture is then purged under vacuum and surmounted on a balloon flask containing hydrogen. The reaction medium is left under stirring and at ambient temperature for 6 hours then overnight. The reaction mixture is then filtered on Clarcel and concentrated to dryness under reduced pressure (...